Dataset: the Open Reaction Database (ORD), a public repository of structured organic reaction records. Task: describe an organic reaction: reactants, conditions, products, and yield Reported procedure: A mixture of methyl 4-chloropyridine-2-carboxylate (3.7 g), sodium metal (0.5 g) and methanol (100 ml) was stirred and heated to reflux for 8 hours. The mixture was evaporated and the residue was partitioned between ethyl acetate and water. The organic phase was dried (MgSO4) and evaporated to give methyl 4-methoxypyridine-2-carboxylate (3 g). Reaction SMILES: Cl[C:2]1[CH:7]=[CH:6][N:5]=[C:4]([C:8]([O:10][CH3:11])=[O:9])[CH:3]=1.[Na].[CH3:13][OH:14]>>[CH3:13][O:14][C:2]1[CH:7]=[CH:6][N:5]=[C:4]([C:8]([O:10][CH3:11])=[O:9])[CH:3]=1 |^1:11|. The reactants are ClC1=CC(=NC=C1)C(=O)OC (methyl 4-chloropyridine-2-carboxylate), [Na] (sodium), CO (methanol). The product is COC1=CC(=NC=C1)C(=O)OC (methyl 4-methoxypyridine-2-carboxylate). Procedure: In accordance with Reaction Scheme II, a 3-enol ether-6-hydroxymethylene-2-cyclohexenone, for example 3-ethoxy-6-hydroxymethylene-2-cyclohexenone, prepared by the method of Wenkert et al. J. Org. Chem., 27, 2278 (1962), is reacted with hydrazine hydrate in a mutual inert solvent such as ethanol to yield dl-6-ethoxy-4,5-dihydro-1H-indazole (VIII) and its 2H tautomer (VIIIa). Hydrolysis with acid, preferably a strong, highly ionized acid such as p-toluenesulfonic, trifluoroacetic, hydrochloric etc... Starting materials: oxo, organometallic, C(C)(=O)[O-].[NH4+] (ammonium acetate), COC1=C(C=CC(=C1)CNCCCNCCCCNCCCNCC2=CC(=C(C=C2)O)OC)O.O=C1C=2C=NNC2CCC1 (dl-6 oxo-4,5,6,7-tetrahydro-1H-indazole), C(#N)[BH3-].[Na+] (sodium cyanoborohydride). Product: COC1=C(C=CC(=C1)CNCCCNCCCCNCCCNCC2=CC(=C(C=C2)O)OC)O.NN1N=CC=2CCCCC12 (dl-6 amino-4,5,6,7-tetrahydro-1H-indazole), ( X ), COC1=C(C=CC(=C1)CNCCCNCCCCNCCCNCC2=CC(=C(C=C2)O)OC)O.NN1N=C2CCCCC2=C1 (dl-6 amino-4,5,6,7-tetrahydro-2H-indazole). RXN SMILES: [CH3:1][O:2][C:3]1[CH:8]=[C:7]([CH2:9][NH:10][CH2:11][CH2:12][CH2:13][NH:14][CH2:15][CH2:16][CH2:17][CH2:18][NH:19][CH2:20][CH2:21][CH2:22][NH:23][CH2:24][C:25]2[CH:30]=[CH:29][C:28]([OH:31])=[C:27]([O:32][CH3:33])[CH:26]=2)[CH:6]=[CH:5][C:4]=1[OH:34].O=[C:36]1[CH2:44][CH2:43][CH2:42][C:41]2[NH:40][N:39]=[CH:38][C:37]1=2.C([O-])(=O)C.[NH4+:49].C([BH3-])#[N:51].[Na+]>>[CH3:33][O:32][C:27]1[CH:26]=[C:25]([CH2:24][NH:23][CH2:22][CH2:21][CH2:20][NH:19][CH2:18][CH2:17][CH2:16][CH2:15][NH:14][CH2:13][CH2:12][CH2:11][NH:10][CH2:9][C:7]2[CH:6]=[CH:5][C:4]([OH:34])=[C:3]([O:2][CH3:1])[CH:8]=2)[CH:30]=[CH:29][C:28]=1[OH:31].[NH2:51][N:40]1[C:41]2[CH2:42][CH2:43][CH2:44][CH2:36][C:37]=2[CH:38]=[N:39]1.[CH3:33][O:32][C:27]1[CH:26]=[C:25]([CH2:24][NH:23][CH2:22][CH2:21][CH2:20][NH:19][CH2:18][CH2:17][CH2:16][CH2:15][NH:14][CH2:13][CH2:12][CH2:11][NH:10][CH2:9][C:7]2[CH:6]=[CH:5][C:4]([OH:34])=[C:3]([O:2][CH3:1])[CH:8]=2)[CH:30]=[CH:29][C:28]=1[OH:31].[NH2:49][N:39]1[CH:38]=[C:37]2[C:41]([CH2:42][CH2:43][CH2:44][CH2:36]2)=[N:40]1 |f:0.1,2.3,4.5,6.7,8.9|. Reactants: C1(CCCC1)C=1C=C(C(=O)O)C=C(N1)OC (2-cyclopentyl-6-methoxy-isonicotinic acid), CN(C)C=O (DMF), ClC=1C=C(C(NO)=N)C=C(C1OCC(OCC)OCC)C (3-chloro-4-(2,2-diethoxyethoxy)-N-hydroxy-5-methylbenzimidamide), ClC=1C=C(C(NO)=N)C=C(C1OCC(OCC)OCC)C (3-chloro-4-(2,2-diethoxyethoxy)-N-hydroxy-5-methylbenzimidamide), CN(C)C(=[N+](C)C)ON1C2=C(C=CC=C2)N=N1.[B-](F)(F)(F)F (TBTU). The solvent is CC(OCC)=O (EA), CCN(C(C)C)C(C)C (Hünig's base). Reaction conditions: time 4 hour. Product: ClC=1C=C(C=C(C1OCC(OCC)OCC)C)C1=NOC(=N1)C1=CC(=NC(=C1)OC)C1CCCC1 (3-(3-chloro-4-(2,2-diethoxyethoxy)-5-methylphenyl)-5-(2-cyclopentyl-6-methoxypyridin-4-yl)-1,2,4-oxadiazole). The yield is 70.3%. Reaction SMILES: [CH:1]1([C:6]2[CH:7]=[C:8]([CH:12]=[C:13]([O:15][CH3:16])[N:14]=2)[C:9]([OH:11])=O)[CH2:5][CH2:4][CH2:3][CH2:2]1.CN(C=O)C.[Cl:22][C:23]1[CH:24]=[C:25]([CH:30]=[C:31]([CH3:42])[C:32]=1[O:33][CH2:34][CH:35]([O:39][CH2:40][CH3:41])[O:36][CH2:37][CH3:38])[C:26](=[NH:29])[NH:27]O.CN(C(ON1N=NC2C=CC=CC1=2)=[N+](C)C)C.[B-](F)(F)(F)F>CCN(C(C)C)C(C)C.CC(=O)OCC>[Cl:22][C:23]1[CH:24]=[C:25]([C:26]2[N:29]=[C:9]([C:8]3[CH:12]=[C:13]([O:15][CH3:16])[N:14]=[C:6]([CH:1]4[CH2:2][CH2:3][CH2:4][CH2:5]4)[CH:7]=3)[O:11][N:27]=2)[CH:30]=[C:31]([CH3:42])[C:32]=1[O:33][CH2:34][CH:35]([O:39][CH2:40][CH3:41])[O:36][CH2:37][CH3:38] |f:3.4|. Procedure details: To a solution of 2-cyclopentyl-6-methoxy-isonicotinic acid (704 mg, 3.18 mmol) in DMF (5 mL) TBTU (1.43 g, 4.45 mmol) and Hünig's base is added. The mixture is stirred at rt for 15 min before 3-chloro-4-(2,2-diethoxyethoxy)-N-hydroxy-5-methylbenzimidamide (907 mg, 2.86 mmol) is added. Stirring is continued for 18 h before another portion of 3-chloro-4-(2,2-diethoxyethoxy)-N-hydroxy-5-methylbenzimidamide (503 mg, 1.59 mmol) and TBTU (510 mg, 1.59 mmol) is added. Stirring is continued for 4 h. The... The reactants are COC=1C=C(OC(C(=O)O)(C)C)C=CC1 (2-(3-methoxyphenoxy)-2-methylpropionic acid), NCCC1=CC=C(OC(C(=O)OCC)(C)C)C=C1 (ethyl 2-[4-(2-aminoethyl)-phenoxy]-2-methylpropionate), ClC(=O)OCC (ethyl chloroformate). The solvent is C(C)N(CC)CC (triethylamine). The product is COC=1C=C(OC(C(=O)NCCC2=CC=C(OC(C(=O)OCC)(C)C)C=C2)(C)C)C=CC1 (ethyl 2-{{4-{2-[2-(3-methoxyphenoxy)-2-methylpropionylamino]-ethyl}-phenoxy}}-2-methylpropionate). Yield: 84.0%. As a reaction SMILES: [CH3:1][O:2][C:3]1[CH:4]=[C:5]([CH:13]=[CH:14][CH:15]=1)[O:6][C:7]([CH3:12])([CH3:11])[C:8]([OH:10])=O.[NH2:16][CH2:17][CH2:18][C:19]1[CH:33]=[CH:32][C:22]([O:23][C:24]([CH3:31])([CH3:30])[C:25]([O:27][CH2:28][CH3:29])=[O:26])=[CH:21][CH:20]=1.ClC(OCC)=O>C(N(CC)CC)C>[CH3:1][O:2][C:3]1[CH:4]=[C:5]([CH:13]=[CH:14][CH:15]=1)[O:6][C:7]([CH3:12])([CH3:11])[C:8]([NH:16][CH2:17][CH2:18][C:19]1[CH:20]=[CH:21][C:22]([O:23][C:24]([CH3:30])([CH3:31])[C:25]([O:27][CH2:28][CH3:29])=[O:26])=[CH:32][CH:33]=1)=[O:10]. Reported procedure: In a manner analogous to that described in Example 4, from 2-(3-methoxyphenoxy)-2-methylpropionic acid and ethyl 2-[4-(2-aminoethyl)-phenoxy]-2-methylpropionate, in the presence of triethylamine and ethyl chloroformate, there is obtained, in a yield of 84% of theory, ethyl 2-{{4-{2-[2-(3-methoxyphenoxy)-2-methylpropionylamino]-ethyl}-phenoxy}}-2-methylpropionate which, after recrystallization from cyclohexane and ethyl acetate, melts at 68°-69° C. and from this 2-{{4-{2-[2-(3-methoxyphenoxy)-2-m... Starting materials: C(C)OC(C(C)(C)OC1=CC=C(C=C1)CNC(=O)OC(C)(C)C)=O (2-[4-(tert-butoxycarbonylamino-methyl)-phenoxy]-2-methyl-propionic acid ethyl ester), ice, Cl (HCl), [H-].[Na+] (sodium hydride), CI (CH3I). Run in CN(C)C=O (DMF). Reaction conditions: temperature 0 celsius. Yields the product C(C)OC(C(C)(C)OC1=CC=C(C=C1)CN(C)C(=O)OC(C)(C)C)=O (2-{4-[(tert-Butoxycarbonyl-methyl-amino)-methyl]-phenoxy}-2-methyl-propionic acid ethyl ester). Reaction SMILES: [CH2:1]([O:3][C:4](=[O:24])[C:5]([O:8][C:9]1[CH:14]=[CH:13][C:12]([CH2:15][NH:16][C:17]([O:19][C:20]([CH3:23])([CH3:22])[CH3:21])=[O:18])=[CH:11][CH:10]=1)([CH3:7])[CH3:6])[CH3:2].[H-].[Na+].[CH3:27]I.Cl>CN(C=O)C>[CH2:1]([O:3][C:4](=[O:24])[C:5]([O:8][C:9]1[CH:14]=[CH:13][C:12]([CH2:15][N:16]([C:17]([O:19][C:20]([CH3:23])([CH3:22])[CH3:21])=[O:18])[CH3:27])=[CH:11][CH:10]=1)([CH3:7])[CH3:6])[CH3:2] |f:1.2|. Reported procedure: To an ice-cooled and stirred solution of 4.0 g (12 mmol) of the above prepared 2-[4-(tert-butoxycarbonylamino-methyl)-phenoxy]-2-methyl-propionic acid ethyl ester in 37 ml DMF was cooled (0° C.), and treated with 0.78 g (55% in oil, 18 mmol) of sodium hydride and, after 30 min, with 5.93 ml (95 mmol) of CH3I. The reaction was stirred at 0° C. to room temperature for 16 h. Subsequently, the solution was poured onto ice water, adjusted to pH 1 (with aqueous 1N HCl) and extracted with ether (two ti...